From a dataset of the Open Reaction Database (ORD), a public repository of structured organic reaction records. describe an organic reaction: reactants, conditions, products, and yield Reactants: OCCCON1C=2N=C(NC(C2N=C1)=O)N (9-(3-hydroxyprop-1-oxy)guanine), C(C)(=O)OC(C)=O (acetic anhydride), CN(C=O)C (N,N-dimethylformamide). The reagents and catalysts are CN(C1=CC=NC=C1)C (4-dimethylaminopyridine). Solvent: C(C)O (ethanol). Reaction conditions: temperature 20 celsius, time 3 hour. Product: C(C)(=O)OCCCON1C=2N=C(NC(C2N=C1)=O)N (9-(3-Acetoxyprop-1-oxy)guanine). Yield: 67.0%. RXN SMILES: [OH:1][CH2:2][CH2:3][CH2:4][O:5][N:6]1[CH:14]=[N:13][C:12]2[C:11](=[O:15])[NH:10][C:9]([NH2:16])=[N:8][C:7]1=2.[C:17](OC(=O)C)(=[O:19])[CH3:18].CN(C)C=O>CN(C)C1C=CN=CC=1.C(O)C>[C:17]([O:1][CH2:2][CH2:3][CH2:4][O:5][N:6]1[CH:14]=[N:13][C:12]2[C:11](=[O:15])[NH:10][C:9]([NH2:16])=[N:8][C:7]1=2)(=[O:19])[CH3:18]. Procedure details: A mixture of 9-(3-hydroxyprop-1-oxy)guanine (150 mg, 0.67 mmol), 4-dimethylaminopyridine (15.6 mg, 0.13 mmol), acetic anhydride (0.25 ml, 2.65 mmol) and N,N-dimethylformamide (5 ml) was stirred at 20° C. for 3 hours and then ethanol was added. After a further 15 minutes the solvent was evaporated under reduced pressure and the residue was chromatographed on silica gel (eluted with chloroform-ethanol, 4:1), yielding the title compound (120 mg, 67%). Recrystallisation from methanol-water gave 9-(3... The reactants are COC([C@H](C\C=C\C1=CC=CC=C1)[C@@H](C(=O)N1CCOCC1)O)=O ((E)-(R)-2-((S)-1-Hydroxy-2-morpholin-4-yl-2-oxo-ethyl)-5-phenyl-pent-4-enoic acid methyl ester). The reagents and catalysts are [Pd] (Pd/C). Solvent: CO (methanol). The product is COC([C@H](CCCC1=CC=CC=C1)[C@@H](C(=O)N1CCOCC1)O)=O ((R)-2-((S)-1-Hydroxy-2-morpholin-4-yl-2-oxo-ethyl)-5-phenyl-pentanoic acid methyl ester). Yield: 93.0%. RXN SMILES: [CH3:1][O:2][C:3](=[O:24])[C@@H:4]([C@H:14]([OH:23])[C:15]([N:17]1[CH2:22][CH2:21][O:20][CH2:19][CH2:18]1)=[O:16])[CH2:5]/[CH:6]=[CH:7]/[C:8]1[CH:13]=[CH:12][CH:11]=[CH:10][CH:9]=1>CO.[Pd]>[CH3:1][O:2][C:3](=[O:24])[C@@H:4]([C@H:14]([OH:23])[C:15]([N:17]1[CH2:22][CH2:21][O:20][CH2:19][CH2:18]1)=[O:16])[CH2:5][CH2:6][CH2:7][C:8]1[CH:13]=[CH:12][CH:11]=[CH:10][CH:9]=1. Procedure details: A solution of (E)-(R)-2-((S)-1-Hydroxy-2-morpholin-4-yl-2-oxo-ethyl)-5-phenyl-pent-4-enoic acid methyl ester (1.55 g, 4.65 mmol) in methanol (15 ml) was hydrogenated at 50 psi over Pd/C for 4 hrs. The catalyst was removed by filtration through celite and the filtrate concentrated under reduced pressure to give (R)-2-((S)-1-Hydroxy-2-morpholin-4-yl-2-oxo-ethyl)-5-phenyl-pentanoic acid methyl ester as yellow solid (1.45 g). Starting materials: C(CCCCCC)(=O)NNC(=O)C1=CC2=CC=C(C=C2C=C1)OCCCCCCCCCC (N-heptanoyl-N'-(6-decyloxy-2-naphthoyl)-hydrazine), COC=1C=CC(=CC1)P2(=S)SP(=S)(S2)C=3C=CC(=CC3)OC (Lawesson's reagent), O1CCCC1 (tetrahydrofuran), [OH-].[Na+] (sodium hydroxide). Solvent: O (water). The product is C(CCCCC)C=1SC(=NN1)C1=CC2=CC=C(C=C2C=C1)OCCCCCCCCCC (2-hexyl-5-(6-decyloxynaphthalene-2-yl)-1,3,4-thiadiazole). Isolated yield 45.2%. RXN SMILES: [C:1]([NH:9][NH:10][C:11]([C:13]1[CH:22]=[CH:21][C:20]2[C:15](=[CH:16][CH:17]=[C:18]([O:23][CH2:24][CH2:25][CH2:26][CH2:27][CH2:28][CH2:29][CH2:30][CH2:31][CH2:32][CH3:33])[CH:19]=2)[CH:14]=1)=O)(=O)[CH2:2][CH2:3][CH2:4][CH2:5][CH2:6][CH3:7].COC1C=CC(P2(SP(C3C=CC(OC)=CC=3)(=S)S2)=[S:43])=CC=1.O1CCCC1.[OH-].[Na+]>O>[CH2:2]([C:1]1[S:43][C:11]([C:13]2[CH:22]=[CH:21][C:20]3[C:15](=[CH:16][CH:17]=[C:18]([O:23][CH2:24][CH2:25][CH2:26][CH2:27][CH2:28][CH2:29][CH2:30][CH2:31][CH2:32][CH3:33])[CH:19]=3)[CH:14]=2)=[N:10][N:9]=1)[CH2:3][CH2:4][CH2:5][CH2:6][CH3:7] |f:3.4|. Procedure details: In a 50 ml-round-bottomed flask, 1.20 g (2.64 mM) of N-heptanoyl-N'-(6-decyloxy-2-naphthoyl)-hydrazine, 1.20 g (2.97 mM) of Lawesson's reagent and 15 ml of tetrahydrofuran were placed, followed by refluxing for 45 minutes under stirring. After the reaction, the reaction mixture was poured into a solution of 0.95 g of sodium hydroxide in 100 ml of iced water to precipitate a crystal. The crystal was recovered by filtration, followed by washing with water and purified by silica gel column chromato...